From a dataset of the Open Reaction Database (ORD), a public repository of structured organic reaction records. describe an organic reaction: reactants, conditions, products, and yield The reactants are O[C@H]1C[C@@H]2N(CCN(C2)C(=O)OC(C)(C)C)C1 ((7S,8aS)-tert-butyl 7-hydroxyhexahydropyrrolo[1,2-a]pyrazine-2(1H)-carboxylate), CC(C)([O-])C.[K+] (potassium tert-butoxide), BrC1=NC=C(N=C1)C1CC1 (2-bromo-5-cyclopropylpyrazine). The solvent is O1CCCC1 (tetrahydrofuran), O1CCCC1 (tetrahydrofuran). Run at time 16 hour. Yields the product C1(CC1)C=1N=CC(=NC1)O[C@H]1C[C@@H]2N(CCN(C2)C(=O)OC(C)(C)C)C1 ((7S,8aS)-tert-butyl 7-(5-cyclopropylpyrazin-2-yloxy)hexahydropyrrolo[1,2-a]pyrazine-2(1H)-carboxylate). RXN SMILES: [OH:1][C@@H:2]1[CH2:17][N:5]2[CH2:6][CH2:7][N:8]([C:10]([O:12][C:13]([CH3:16])([CH3:15])[CH3:14])=[O:11])[CH2:9][C@@H:4]2[CH2:3]1.CC(C)([O-])C.[K+].Br[C:25]1[CH:30]=[N:29][C:28]([CH:31]2[CH2:33][CH2:32]2)=[CH:27][N:26]=1>O1CCCC1>[CH:31]1([C:28]2[N:29]=[CH:30][C:25]([O:1][C@@H:2]3[CH2:17][N:5]4[CH2:6][CH2:7][N:8]([C:10]([O:12][C:13]([CH3:14])([CH3:16])[CH3:15])=[O:11])[CH2:9][C@@H:4]4[CH2:3]3)=[N:26][CH:27]=2)[CH2:33][CH2:32]1 |f:1.2|. Procedure details: To a solution of (7S,8aS)-tert-butyl 7-hydroxyhexahydropyrrolo[1,2-a]pyrazine-2(1H)-carboxylate (Wuxi Pharma, 0.485 g, 2 mmol) in tetrahydrofuran (0.3 mL) was added potassium tert-butoxide (2.8 mL, 1 M in tetrahydrofuran, 2.8 mmol) followed by a solution of 2-bromo-5-cyclopropylpyrazine (446 mg, 2.24 mmol) in tetrahydrofuran (1 mL). The mixture was stirred at room temperature for 16 hours. The mixture was concentrated, and the residue was purified by chromatography on silica gel (ethyl acetate) ... The reactants are [C-]#N.[K+] (KCN), FC(=C(F)F)F (tetrafluoroethylene), C(=O)=O (CO2). Run in CN(C=O)C (dimethyl formamide). Run at time 4 hour. Yields the product C(#N)C(C(C(=O)[O-])(F)F)(F)F.[K+] (potassium 3-cyanotetrafluoropropionate). As a reaction SMILES: [C-:1]#[N:2].[K+:3].[F:4][C:5]([F:9])=[C:6]([F:8])[F:7].[C:10](=[O:12])=[O:11]>CN(C)C=O>[C:1]([C:6]([F:8])([F:7])[C:5]([F:9])([F:4])[C:10]([O-:12])=[O:11])#[N:2].[K+:3] |f:0.1,5.6|. Procedure details: A mixture of 26.0 g (0.40 mole) of KCN, 150 ml of dimethyl formamide, 50 g (0.50 mole) of tetrafluoroethylene (TFE), and 50 g of CO2 was held at 50° for 4 hr., and then at 100° for 4 hr. at a maximum pressure of 1100 psi (7.6×103 kPa). The resulting mixture was dark and contained no insoluble salts. Volatile compounds were removed from the mixture under reduced pressure leaving a viscous residue of potassium 3-cyanotetrafluoropropionate, which substantially solidified to a deliquescent semisolid...